This data is from the Open Reaction Database (ORD), a public repository of structured organic reaction records. The task is: describe an organic reaction: reactants, conditions, products, and yield Starting materials: CCOc1cc2c(C)c(CCOS(C)(=O)=O)c(=O)oc2cc1OC, CC(C)O, c1ccc(N2CCNCC2)cc1. Product: CCOc1cc2c(C)c(CCN3CCN(c4ccccc4)CC3)c(=O)oc2cc1OC. Reaction SMILES: [CH2:1]([CH3:2])[O:3][c:4]1[c:5]([O:23][CH3:24])[cH:6][c:7]2[c:8]([c:9]([CH3:21])[c:10]([CH2:14][CH2:15][O:16][S:17]([CH3:18])(=[O:19])=[O:20])[c:11](=[O:13])[o:12]2)[cH:22]1.[CH:37]([OH:38])([CH3:39])[CH3:40].[c:25]1([N:31]2[CH2:32][CH2:33][NH:34][CH2:35][CH2:36]2)[cH:26][cH:27][cH:28][cH:29][cH:30]1>>[CH2:1]([CH3:2])[O:3][c:4]1[c:5]([O:23][CH3:24])[cH:6][c:7]2[c:8]([c:9]([CH3:21])[c:10]([CH2:14][CH2:15][N:34]3[CH2:33][CH2:32][N:31]([c:25]4[cH:26][cH:27][cH:28][cH:29][cH:30]4)[CH2:36][CH2:35]3)[c:11](=[O:13])[o:12]2)[cH:22]1. As a reaction SMILES: [CH3:1][C:2]1[CH:3]=[C:4]([CH:8]=[C:9]([N:11]2[CH2:16][CH2:15][O:14][CH2:13][CH2:12]2)[N:10]=1)[C:5]([OH:7])=O.C([O:21][C:22](=[O:38])[CH2:23][CH2:24][C:25]1[C:30]([CH3:31])=[CH:29][C:28]([C:32](=[NH:35])[NH:33]O)=[CH:27][C:26]=1[CH2:36][CH3:37])(C)(C)C>>[CH2:36]([C:26]1[CH:27]=[C:28]([C:32]2[N:33]=[C:5]([C:4]3[CH:8]=[C:9]([N:11]4[CH2:16][CH2:15][O:14][CH2:13][CH2:12]4)[N:10]=[C:2]([CH3:1])[CH:3]=3)[O:7][N:35]=2)[CH:29]=[C:30]([CH3:31])[C:25]=1[CH2:24][CH2:23][C:22]([OH:38])=[O:21])[CH3:37]. Starting materials: CC=1C=C(C(=O)O)C=C(N1)N1CCOCC1 (2-methyl-6-morpholin-4-yl-isonicotinic acid), C(C)(C)(C)OC(CCC1=C(C=C(C=C1C)C(NO)=N)CC)=O (3-[2-ethyl-4-(N-hydroxycarbamimidoyl)-6-methyl-phenyl]-propionic acid tert-butyl ester). Yields the product C(C)C1=C(C(=CC(=C1)C1=NOC(=N1)C1=CC(=NC(=C1)N1CCOCC1)C)C)CCC(=O)O (3-{2-Ethyl-6-methyl-4-[5-(2-methyl-6-morpholin-4-yl-pyridin-4-yl)-[1,2,4]oxadiazol-3-yl]-phenyl}-propionic acid). Procedure: The title compound is prepared in analogy to Example 8 from 2-methyl-6-morpholin-4-yl-isonicotinic acid and 3-[2-ethyl-4-(N-hydroxycarbamimidoyl)-6-methyl-phenyl]-propionic acid tert-butyl ester; LC-MS: tR=0.98 min; [M+1]+=437.25. The reactants are COC=1C=C2C=CC(=CC2=CC1)O (6-methoxy-2-naphthalenol), CCC(=C(CC)C([O-])([O-])[O-])CC (triethyl orthoacrylate), CC(C(=O)O)(C)C (trimethylacetic acid). Run in C1(=CC=CC=C1)C (toluene). Yields the product COC=1C=C2C=CC=3OC(CCC3C2=CC1)=O (1,2-Dihydro-8-methoxy-3H-naphtho[2,1-b]-pyran-3-one). Isolated yield 86.4%. RXN SMILES: [CH3:1][O:2][C:3]1[CH:4]=[C:5]2[C:10](=[CH:11][CH:12]=1)[CH:9]=[C:8]([OH:13])[CH:7]=[CH:6]2.CC[C:16](CC)=[C:17]([C:20]([O-])([O-])[O-:21])CC.CC(C)(C)C(O)=O>C1(C)C=CC=CC=1>[CH3:1][O:2][C:3]1[CH:4]=[C:5]2[C:10](=[CH:11][CH:12]=1)[C:9]1[CH2:16][CH2:17][C:20](=[O:21])[O:13][C:8]=1[CH:7]=[CH:6]2. Reported procedure: Starting with a solution of 6.29 g (36.1 mmol) of 6-methoxy-2-naphthalenol, 12.58 g (72.2 mmol) of triethyl orthoacrylate and 1.84 g (18.1 mmol) of trimethylacetic acid in 70 mL of toluene, the title compound (7.12 g; 86.4%) was obtained as a white solid, mp 122°-123° C., using the procedure of example 220.